Task: describe an organic reaction: reactants, conditions, products, and yield. Dataset: the Open Reaction Database (ORD), a public repository of structured organic reaction records The reactants are C1(=CC=CC=C1)C1CC(=NO1)C=1N=C(SC1)C1CCN(CC1)C(CN1N=C(C=C1C)C(F)(F)F)=O (4-[4-[4,5-dihydro-5-phenyl-3-isoxazolyl]-2-thiazolyl]-1-[[5-methyl-3-(trifluoromethyl)-1H-pyrazol-1-yl]acetyl]piperidine), C1(=CC=CC=C1)C1CC(=NO1)C=1N=C(SC1)C1CCN(CC1)C(CN1N=C(C=C1C)C(F)(F)F)=O (4-[4-[4,5-dihydro-5-phenyl-3-isoxazolyl]-2-thiazolyl]-1-[[5-methyl-3-(trifluoromethyl)-1H-pyrazol-1-yl]acetyl]piperidine), P12(=S)SP3(=S)SP(=S)(S1)SP(=S)(S2)S3 (phosphorus pentasulfide). Solvent: N1=CC=CC=C1 (pyridine). Yields the product C1(=CC=CC=C1)C1CC(=NO1)C=1N=C(SC1)C1CCN(CC1)C(CN1N=C(C=C1C)C(F)(F)F)=S (1-[4-[4-(4,5-dihydro-5-phenyl-3-isoxazolyl)-2-thiazolyl]-1-piperidinyl]-2-[5-methyl-3-(trifluoromethyl)-1H-pyrazol-1-yl]ethanethione). As a reaction SMILES: [C:1]1([CH:7]2[O:11][N:10]=[C:9]([C:12]3[N:13]=[C:14]([CH:17]4[CH2:22][CH2:21][N:20]([C:23](=O)[CH2:24][N:25]5[C:29]([CH3:30])=[CH:28][C:27]([C:31]([F:34])([F:33])[F:32])=[N:26]5)[CH2:19][CH2:18]4)[S:15][CH:16]=3)[CH2:8]2)[CH:6]=[CH:5][CH:4]=[CH:3][CH:2]=1.P12(SP3(SP(SP(S3)(S1)=S)(=S)S2)=S)=[S:37]>N1C=CC=CC=1>[C:1]1([CH:7]2[O:11][N:10]=[C:9]([C:12]3[N:13]=[C:14]([CH:17]4[CH2:22][CH2:21][N:20]([C:23](=[S:37])[CH2:24][N:25]5[C:29]([CH3:30])=[CH:28][C:27]([C:31]([F:34])([F:33])[F:32])=[N:26]5)[CH2:19][CH2:18]4)[S:15][CH:16]=3)[CH2:8]2)[CH:6]=[CH:5][CH:4]=[CH:3][CH:2]=1. Procedure details: A solution of 4-[4-[4,5-dihydro-5-phenyl-3-isoxazolyl]-2-thiazolyl]-1-[[5-methyl-3-(trifluoromethyl)-1H-pyrazol-1-yl]acetyl]piperidine (i.e. the product of Example 1, Step B) (235 mg, 0.47 mmol) and phosphorus pentasulfide (104.5 mg, 0.235 mmol) in pyridine (5 ml) was heated under reflux for 2 h. The reaction mixture was then concentrated under reduced pressure, and the residue was distributed between dichloromethane (10 mL) and water (10 mL). The organic layer was washed with 1 N hydrochloric a... Reactants: FC(C(=O)O)(F)F.C1(CCC1)NC(=O)[C@H]1NCCC1 ((S)-Pyrrolidine-2-carboxylic acid cyclobutylamide trifluoroacetate), C(C)OC(=O)C1=NC2=CC=CC=C2C(=C1)OCC(=O)O (4-Carboxymethoxy-quinoline-2-carboxylic acid ethyl ester), C(CCl)Cl (EDC), FC1=C(C(=C(C(=C1O)F)F)F)F (pentafluorophenol). Solvent: CN(C)C=O (DMF), CN(C)C=O (DMF), O (water). Run at time 2 hour. The product is C(C)OC(=O)C1=NC2=CC=CC=C2C(=C1)OCC(=O)N1[C@@H](CCC1)C(NC1CCC1)=O (4-[2-((S)-2-Cyclobutylcarbamoyl-pyrrolidin-1-yl)-2-oxo-ethoxy]-quinoline-2-carboxylic acid ethyl ester). RXN SMILES: [CH2:1]([O:3][C:4]([C:6]1[CH:15]=[C:14]([O:16][CH2:17][C:18]([OH:20])=O)[C:13]2[C:8](=[CH:9][CH:10]=[CH:11][CH:12]=2)[N:7]=1)=[O:5])[CH3:2].C(Cl)CCl.FC1C(O)=C(F)C(F)=C(F)C=1F.FC(F)(F)C(O)=O.[CH:44]1([NH:48][C:49]([C@@H:51]2[CH2:55][CH2:54][CH2:53][NH:52]2)=[O:50])[CH2:47][CH2:46][CH2:45]1>CN(C=O)C.O>[CH2:1]([O:3][C:4]([C:6]1[CH:15]=[C:14]([O:16][CH2:17][C:18]([N:52]2[CH2:53][CH2:54][CH2:55][C@H:51]2[C:49](=[O:50])[NH:48][CH:44]2[CH2:45][CH2:46][CH2:47]2)=[O:20])[C:13]2[C:8](=[CH:9][CH:10]=[CH:11][CH:12]=2)[N:7]=1)=[O:5])[CH3:2] |f:3.4|. Reported procedure: To a solution of 2 g of 4-Carboxymethoxy-quinoline-2-carboxylic acid ethyl ester in 20 ml of DMF, 2.8 g of EDC, 2.7 g of pentafluorophenol was added and the reaction mixture was stirred at RT for 2 h. Then, 3.1 g of (S)-Pyrrolidine-2-carboxylic acid cyclobutylamide trifluoroacetate and 1.7 g of NEM in 10 ml of DMF was added. After 16 h the reaction mixture was diluted with water and extracted with DCM (3×150 ml). The combined organic phases were dried over MgSO4 and the solvents were removed und... Starting materials: NC(C(C)C)CCCCCCCCC(C(C)C)N (3,12-Diamino-2,13-dimethyltetradecane), CCC(CCCC)C1NNC(CCCCCCCC1)C(CC)CCCC (3,12-di-(3-heptyl)-1,2-diazacyclododecane). Product: NC(C(CCCC)CC)CCCCCCCCC(C(CCCC)CC)N (6,15-Diamino-5,16-diethyleicosane). Reaction SMILES: NC(CCCCCCCCC(N)C(C)C)C(C)C.[CH3:19][CH2:20][CH:21]([CH:26]1[CH2:37][CH2:36][CH2:35][CH2:34][CH2:33][CH2:32][CH2:31][CH2:30][CH:29]([CH:38]([CH2:41][CH2:42][CH2:43][CH3:44])[CH2:39][CH3:40])[NH:28][NH:27]1)[CH2:22][CH2:23][CH2:24][CH3:25]>>[NH2:27][CH:26]([CH2:37][CH2:36][CH2:35][CH2:34][CH2:33][CH2:32][CH2:31][CH2:30][CH:29]([NH2:28])[CH:38]([CH2:39][CH3:40])[CH2:41][CH2:42][CH2:43][CH3:44])[CH:21]([CH2:20][CH3:19])[CH2:22][CH2:23][CH2:24][CH3:25]. Reported procedure: The procedure described in (a) is repeated, starting from 74.8 g (0.2 mole) of 3,12-di-(3-heptyl)-1,2-diazacyclododecane (diastereoisomer mixture) and using correspondingly reduced amounts of catalyst and solvent, affording after purification by chromatography and distillation 29.9 g (40% of theory) of 6,15-diamino-5,16-diethyleicosane as a colourless oil [b.p. 170° C./0.01 torr; nD20 =1.4662; IR spectrum (liquid) includes bands at 3278, 1613 cm-1 ]. The 1,2-diaza-1,5,9-cyclododecatrienes and 1,... Reactants: CN(Cc1cc(Br)n(S(=O)(=O)c2cccc(S(C)(=O)=O)c2)c1)C(=O)OC(C)(C)C, [Na+], [Na+], O=C([O-])[O-], c1ccc(P(c2ccccc2)(c2ccccc2)[Pd](P(c2ccccc2)(c2ccccc2)c2ccccc2)(P(c2ccccc2)(c2ccccc2)c2ccccc2)P(c2ccccc2)(c2ccccc2)c2ccccc2)cc1, OB(O)c1cccnc1. Yields the product CN(Cc1cc(-c2cccnc2)n(S(=O)(=O)c2cccc(S(C)(=O)=O)c2)c1)C(=O)OC(C)(C)C. RXN SMILES: [Br:1][c:2]1[cH:3][c:4]([CH2:20][N:21]([C:22]([O:23][C:24]([CH3:25])([CH3:26])[CH3:27])=[O:28])[CH3:29])[cH:5][n:6]1[S:7](=[O:8])(=[O:9])[c:10]1[cH:11][c:12]([S:16](=[O:17])(=[O:18])[CH3:19])[cH:13][cH:14][cH:15]1.[Na+:39].[Na+:40].[O-:41][C:42](=[O:43])[O-:44].[cH:45]1[cH:46][cH:47][c:48]([P:49]([Pd:50]([P:51]([c:52]2[cH:53][cH:54][cH:55][cH:56][cH:57]2)([c:58]2[cH:59][cH:60][cH:61][cH:62][cH:63]2)[c:64]2[cH:65][cH:66][cH:67][cH:68][cH:69]2)([P:70]([c:71]2[cH:72][cH:73][cH:74][cH:75][cH:76]2)([c:77]2[cH:78][cH:79][cH:80][cH:81][cH:82]2)[c:83]2[cH:84][cH:85][cH:86][cH:87][cH:88]2)[P:89]([c:90]2[cH:91][cH:92][cH:93][cH:94][cH:95]2)([c:96]2[cH:97][cH:98][cH:99][cH:100][cH:101]2)[c:102]2[cH:103][cH:104][cH:105][cH:106][cH:107]2)([c:108]2[cH:109][cH:110][cH:111][cH:112][cH:113]2)[c:114]2[cH:115][cH:116][cH:117][cH:118][cH:119]2)[cH:120][cH:121]1.[n:30]1[cH:31][c:32]([B:36]([OH:37])[OH:38])[cH:33][cH:34][cH:35]1>>[c:2]1(-[c:32]2[cH:31][n:30][cH:35][cH:34][cH:33]2)[cH:3][c:4]([CH2:20][N:21]([C:22]([O:23][C:24]([CH3:25])([CH3:26])[CH3:27])=[O:28])[CH3:29])[cH:5][n:6]1[S:7](=[O:8])(=[O:9])[c:10]1[cH:11][c:12]([S:16](=[O:17])(=[O:18])[CH3:19])[cH:13][cH:14][cH:15]1.